From a dataset of the Open Reaction Database (ORD), a public repository of structured organic reaction records. describe an organic reaction: reactants, conditions, products, and yield Starting materials: IC1=CC(=CC(=C1)[N+](=O)[O-])OC (1-iodo-3-methoxy-5-nitro-benzene), solution. The solvent is C(Cl)Cl (methylene chloride), C(Cl)Cl (methylene chloride), O (water). Reaction conditions: time 30 minute. Yields the product IC=1C=C(C=C(C1)[N+](=O)[O-])O (3-iodo-5-nitro-phenol). Isolated yield 61.6%. RXN SMILES: [I:1][C:2]1[CH:7]=[C:6]([N+:8]([O-:10])=[O:9])[CH:5]=[C:4]([O:11]C)[CH:3]=1>C(Cl)Cl.O>[I:1][C:2]1[CH:3]=[C:4]([OH:11])[CH:5]=[C:6]([N+:8]([O-:10])=[O:9])[CH:7]=1. Reported procedure: To a solution of 1-iodo-3-methoxy-5-nitro-benzene (8.2 g, 29.39 mmol) in methylene chloride (600 mL) was added 1.0 M solution of borontribromide (58.78 mL, 58.78 mmol) in methylene chloride at −78° C. The resulting solution was stirred for 30 minutes and then the cooling bath was removed to warm to room temperature. After stirring for 15 h at this temperature, the reaction mixture was heated to reflux for 4 h in order to complete the reaction. Then, it was cooled to room temperature and diluted ... Reactants: CCCOc1nc(Br)c(C=O)n1Cc1ccc(-c2ccccc2C(=O)OC(C)(C)C)cc1F, CCOC(C)=O, CN(C)C=O, c1ccc(P(c2ccccc2)(c2ccccc2)[Pd](P(c2ccccc2)(c2ccccc2)c2ccccc2)(P(c2ccccc2)(c2ccccc2)c2ccccc2)P(c2ccccc2)(c2ccccc2)c2ccccc2)cc1. Yields the product C=Cc1nc(OCCC)n(Cc2ccc(-c3ccccc3C(=O)OC(C)(C)C)cc2F)c1C=O. RXN SMILES: [C:1]([CH3:2])([CH3:3])([CH3:4])[O:5][C:6](=[O:7])[c:8]1[c:9](-[c:14]2[cH:15][c:16]([F:33])[c:17]([CH2:20][n:21]3[c:22]([O:29][CH2:30][CH2:31][CH3:32])[n:23][c:24]([Br:28])[c:25]3[CH:26]=[O:27])[cH:18][cH:19]2)[cH:10][cH:11][cH:12][cH:13]1.[CH3:34][CH2:35][O:36][C:37]([CH3:38])=[O:39].[O:40]=[CH:41][N:42]([CH3:43])[CH3:44].[cH:45]1[cH:46][cH:47][c:48]([P:49]([Pd:50]([P:51]([c:52]2[cH:53][cH:54][cH:55][cH:56][cH:57]2)([c:58]2[cH:59][cH:60][cH:61][cH:62][cH:63]2)[c:64]2[cH:65][cH:66][cH:67][cH:68][cH:69]2)([P:70]([c:71]2[cH:72][cH:73][cH:74][cH:75][cH:76]2)([c:77]2[cH:78][cH:79][cH:80][cH:81][cH:82]2)[c:83]2[cH:84][cH:85][cH:86][cH:87][cH:88]2)[P:89]([c:90]2[cH:91][cH:92][cH:93][cH:94][cH:95]2)([c:96]2[cH:97][cH:98][cH:99][cH:100][cH:101]2)[c:102]2[cH:103][cH:104][cH:105][cH:106][cH:107]2)([c:108]2[cH:109][cH:110][cH:111][cH:112][cH:113]2)[c:114]2[cH:115][cH:116][cH:117][cH:118][cH:119]2)[cH:120][cH:121]1>>[C:1]([CH3:2])([CH3:3])([CH3:4])[O:5][C:6](=[O:7])[c:8]1[c:9](-[c:14]2[cH:15][c:16]([F:33])[c:17]([CH2:20][n:21]3[c:22]([O:29][CH2:30][CH2:31][CH3:32])[n:23][c:24]([CH:34]=[CH2:35])[c:25]3[CH:26]=[O:27])[cH:18][cH:19]2)[cH:10][cH:11][cH:12][cH:13]1. Starting materials: COC1=C(C(=C(C=C1OCOC)OC)OCOC)CCCCCC1=C(C(=CC(=C1OCOC)OC)OCOC)OC (2,2'-pentamethylenebis[1,4-dimethoxy- 3,6-bis(methoxymethoxy)benzene]), CSC (dimethyl sulfide), CN(CCN(C)C)C (N,N,N',N'-tetramethylethylenediamine), C(CCC)[Li] (n-butyllithium). Run in O1CCCC1 (tetrahydrofuran), CN(P(N(C)C)(N(C)C)=O)C (hexamethylphosphoric triamide). Run at temperature -78 celsius, time 30 minute. Yields the product COC1=C(C(=C(C=C1OCOC)OC)OCOC)CCCCCC1=C(C(=C(C(=C1OCOC)OC)SC)OCOC)OC (1-[2,5-dimethoxy-3,6-bis(methoxymethoxy)phenyl]5-[2,5-dimethoxy-3,6-bis(methoxymethoxy)-4-(methylthio)phenyl]pentane). RXN SMILES: [CH3:1][O:2][C:3]1[C:8]([O:9][CH2:10][O:11][CH3:12])=[CH:7][C:6]([O:13][CH3:14])=[C:5]([O:15][CH2:16][O:17][CH3:18])[C:4]=1[CH2:19][CH2:20][CH2:21][CH2:22][CH2:23][C:24]1[C:29]([O:30][CH2:31][O:32][CH3:33])=[C:28]([O:34][CH3:35])[CH:27]=[C:26]([O:36][CH2:37][O:38][CH3:39])[C:25]=1[O:40][CH3:41].CN(C)CCN(C)C.C([Li])CCC.[CH3:55][S:56]C>O1CCCC1.CN(C)P(=O)(N(C)C)N(C)C>[CH3:41][O:40][C:25]1[C:26]([O:36][CH2:37][O:38][CH3:39])=[CH:27][C:28]([O:34][CH3:35])=[C:29]([O:30][CH2:31][O:32][CH3:33])[C:24]=1[CH2:23][CH2:22][CH2:21][CH2:20][CH2:19][C:4]1[C:5]([O:15][CH2:16][O:17][CH3:18])=[C:6]([O:13][CH3:14])[C:7]([S:56][CH3:55])=[C:8]([O:9][CH2:10][O:11][CH3:12])[C:3]=1[O:2][CH3:1]. Procedure: 1.51 Grams of 2,2'-pentamethylenebis[1,4-dimethoxy- 3,6-bis(methoxymethoxy)benzene] was dissolved in a mixed solvent of 40 ml of tetrahydrofuran with 4 ml of hexamethylphosphoric triamide, to this solution was added 0.55 ml of N,N,N',N'-tetramethylethylenediamine and the whole mixture was cooled to -78° C., on a dry ice-acetone bath. Then, 2.41 ml of n-butyllithium (1.6 M, n-hexane solution) was added dropwise to the reaction mixture and stirred for 30 minutes. Next, 0.25 ml of dimethyl sulfide ... Reactants: C([O-])([O-])=O.[K+].[K+] (potassium carbonate), C([O-])([O-])=O.[K+].[K+] (potassium carbonate), COCC(C(C(=O)OC)C(C(=O)C)C)=O (methyl 4-methoxy-2-[1 -methylacetonyl]-acetoacetate), CI (methyl iodide), C([O-])([O-])=O.[K+].[K+] (potassium carbonate), CI (methyl iodide). The reagents and catalysts are [Cl-].C(C1=CC=CC=C1)[N+](CC)(CC)CC (benzyltriethylammonium chloride). Solvent: O (water), C(C)#N (acetonitrile). Reaction conditions: time 30 minute. Product: COC=1C(C(C(C1C)C)C)=O (2-methoxy-3,4,5-trimethyl-2-cyclopenten-1-one). Isolated yield 39.1%. Reaction SMILES: C(=O)([O-])[O-].[K+].[K+].[CH3:7][O:8][CH2:9][C:10](=[O:21])[CH:11]([CH:16]([CH3:20])[C:17]([CH3:19])=O)[C:12](OC)=O.CI>[Cl-].C([N+](CC)(CC)CC)C1C=CC=CC=1.C(#N)C.O>[CH3:7][O:8][C:9]1[C:10](=[O:21])[CH:11]([CH3:12])[CH:16]([CH3:20])[C:17]=1[CH3:19] |f:0.1.2,5.6|. Reported procedure: 15.20 g (110 mmol) of potassium carbonate and 0.46 g (2 mmol) of benzyltriethylammonium chloride are suspended in 100 ml of acetonitrile. While stirring there are added thereto 21.60 g (100 mmol) of methyl 4-methoxy-2-[1 -methylacetonyl]-acetoacetate, the mixture is heated to 60° C. and 28.39 g (200 mmol) of methyl iodide are added dropwise thereto within 30 minutes. The mixture is stirred at 60° C. for a further 16 hours; then 6.91 g (50 mmol) of potassium carbonate and 7.10 g (50 mmol) of meth... Reactants: C(C)(C)(C)OC(C(=O)OC)C1=C(C2=C(C(N1C)=O)NC=C2)C=2C(=C1CCCOC1=CC2)C (methyl 2-(tert-butoxy)-2-(6-methyl-4-(5-methylchroman-6-yl)-7-oxo-6,7-dihydro-1H-pyrrolo[2,3-c]pyridin-5-yl)acetate), BrCC1CCOCC1 (4-(bromomethyl)tetrahydro-2H-pyran). Yields the product C(C)(C)(C)OC(C(=O)O)C1=C(C2=C(C(N1C)=O)N(C=C2)CC2CCOCC2)C=2C(=C1CCCOC1=CC2)C (2-(tert-butoxy)-2-(6-methyl-4-(5-methylchroman-6-yl)-7-oxo-1-((tetrahydro-2H-pyran-4-yl)methyl)-6,7-dihydro-1H-pyrrolo[2,3-c]pyridin-5-yl)acetic acid). Reaction SMILES: [C:1]([O:5][CH:6]([C:11]1[N:16]([CH3:17])[C:15](=[O:18])[C:14]2[NH:19][CH:20]=[CH:21][C:13]=2[C:12]=1[C:22]1[C:23]([CH3:32])=[C:24]2[C:29](=[CH:30][CH:31]=1)[O:28][CH2:27][CH2:26][CH2:25]2)[C:7]([O:9]C)=[O:8])([CH3:4])([CH3:3])[CH3:2].Br[CH2:34][CH:35]1[CH2:40][CH2:39][O:38][CH2:37][CH2:36]1>>[C:1]([O:5][CH:6]([C:11]1[N:16]([CH3:17])[C:15](=[O:18])[C:14]2[N:19]([CH2:34][CH:35]3[CH2:40][CH2:39][O:38][CH2:37][CH2:36]3)[CH:20]=[CH:21][C:13]=2[C:12]=1[C:22]1[C:23]([CH3:32])=[C:24]2[C:29](=[CH:30][CH:31]=1)[O:28][CH2:27][CH2:26][CH2:25]2)[C:7]([OH:9])=[O:8])([CH3:4])([CH3:3])[CH3:2]. Procedure: The title compound was prepared in a manner similar to that described in Example 49 step D from methyl 2-(tert-butoxy)-2-(6-methyl-4-(5-methylchroman-6-yl)-7-oxo-6,7-dihydro-1H-pyrrolo[2,3-c]pyridin-5-yl)acetate and 4-(bromomethyl)tetrahydro-2H-pyran, and was isolated as beige solid after reverse phase chromatography (45%): 1H NMR (400 MHz, CHLOROFORM-d) ppm 7.29 (d, J=8.6 Hz, 0.5H), 7.02-6.96 (m, 0.5H), 6.96-6.90 (m, 1H), 6.80-6.66 (m, 1H), 5.81-5.67 (m, 1H), 5.46-5.10 (m, 1H), 4.54-4.28 (m, 2H... Product: Cc1cc(-c2ccc(Cl)c(Cl)c2)cc(-n2cnc(I)c2)n1. RXN SMILES: [Cl:1][c:2]1[n:3][c:4]([CH3:16])[cH:5][c:6](-[c:8]2[cH:9][c:10]([Cl:15])[c:11]([Cl:14])[cH:12][cH:13]2)[cH:7]1.[I:17][c:18]1[n:19][cH:20][nH:21][cH:22]1>>[c:2]1(-[n:21]2[cH:20][n:19][c:18]([I:17])[cH:22]2)[n:3][c:4]([CH3:16])[cH:5][c:6](-[c:8]2[cH:9][c:10]([Cl:15])[c:11]([Cl:14])[cH:12][cH:13]2)[cH:7]1. Starting materials: Cc1cc(-c2ccc(Cl)c(Cl)c2)cc(Cl)n1, Ic1c[nH]cn1. Starting materials: CCN=C=NCCCN(C)C (EDCI), carboxylic acid, C=1C=CC2=C(C1)N=NN2O (HOBT), COC([C@@H](N)CCSC)=O ((L)-methionine methyl ester), [OH-].[Na+] (NaOH), compound, CO (methanol). Solvent: C(Cl)Cl (methylene chloride). Yields the product COC([C@@H](NC(C1=C(C=C(C=C1)OCCN1C=NC=C1)C1=CC=CC=C1)=O)CCSC)=O (N-[4-(2-Imidazol-1-ylethoxy)-2-phenylbenzoyl]methionine Methyl Ester), solid. The yield is 93.0%. Reaction SMILES: [OH-:1].[Na+].[CH3:3][O:4][C:5](=[O:12])[C@H:6]([CH2:8][CH2:9][S:10][CH3:11])[NH2:7].[CH3:13][CH2:14][N:15]=[C:16]=[N:17][CH2:18][CH2:19]CN(C)C.[CH:24]1[CH:25]=[CH:26][C:27]2N(O)N=N[C:28]=2[CH:29]=1.[CH3:34][OH:35]>C(Cl)Cl>[CH3:3][O:4][C:5](=[O:12])[C@H:6]([CH2:8][CH2:9][S:10][CH3:11])[NH:7][C:34](=[O:35])[C:27]1[CH:26]=[CH:25][C:24]([O:1][CH2:19][CH2:18][N:17]2[CH:13]=[CH:14][N:15]=[CH:16]2)=[CH:29][C:28]=1[C:24]1[CH:25]=[CH:26][CH:27]=[CH:28][CH:29]=1 |f:0.1|. Procedure: The compound prepared in Example 957C (738 mg, 2.29 mmol) was dissolved in 5 mL of methanol. To this solution was added 4.5 mL of 1N NaOH solution and the mixture was refluxed for 5 hr. The solution was filtered and the filtrate was acidified with 1 N aqueous HCl to PH about 4.2. After cooling in ice bath, white crystals were collected (701 mg, 99% yield). m.p 242-244° C. This carboxylic acid (250 mg, 0.81 mmol) was coupled with (L)-methionine methyl ester in methylene chloride by using coupling... Starting materials: Intermediate 14, ClC1=C(C=CC=C1C=1N=C(SC1C1=NC(=NC=C1)Cl)N1CCOCC1)N ({2-chloro-3-[5-(2-chloro-4-pyrimidinyl)-2-(4-morpholinyl)-1,3-thiazol-4-yl]phenyl}amine), O1C(=CC=C1)S(=O)(=O)Cl (2-furansulfonyl chloride). The product is ClC1=C(C=CC=C1C=1N=C(SC1C1=NC(=NC=C1)Cl)N1CCOCC1)NS(=O)(=O)C=1OC=CC1 (N-{2-Chloro-3-[5-(2-chloro-4-pyrimidinyl)-2-(4-morpholinyl)-1,3-thiazol-4-yl]phenyl}-2-furansulfonamide). Reaction SMILES: [Cl:1][C:2]1[C:7]([C:8]2[N:9]=[C:10]([N:20]3[CH2:25][CH2:24][O:23][CH2:22][CH2:21]3)[S:11][C:12]=2[C:13]2[CH:18]=[CH:17][N:16]=[C:15]([Cl:19])[N:14]=2)=[CH:6][CH:5]=[CH:4][C:3]=1[NH2:26].[O:27]1[CH:31]=[CH:30][CH:29]=[C:28]1[S:32](Cl)(=[O:34])=[O:33]>>[Cl:1][C:2]1[C:7]([C:8]2[N:9]=[C:10]([N:20]3[CH2:25][CH2:24][O:23][CH2:22][CH2:21]3)[S:11][C:12]=2[C:13]2[CH:18]=[CH:17][N:16]=[C:15]([Cl:19])[N:14]=2)=[CH:6][CH:5]=[CH:4][C:3]=1[NH:26][S:32]([C:28]1[O:27][CH:31]=[CH:30][CH:29]=1)(=[O:34])=[O:33]. Reported procedure: Following a procedure analogous to the procedure described in Intermediate 14 using {2-chloro-3-[5-(2-chloro-4-pyrimidinyl)-2-(4-morpholinyl)-1,3-thiazol-4-yl]phenyl}amine (1.03 g, 2.52 mmol) and 2-furansulfonyl chloride (0.588 g, 3.53 mmol) the title compound of Step E was obtained as an off-white solid (430 mg, 0.735 mmol, 29.1% yield). 1H NMR (400 MHz, DMSO-d6) δ ppm 10.53 (s, 1H), 8.38 (d, J=5.5 Hz, 1H), 7.91 (d, J=0.9 Hz, 1H), 7.43-7.58 (m, 2H), 7.31-7.43 (m, 1H), 7.08 (d, J=3.5 Hz, 1H), 6.... Reactants: C=1(O)C(O)=CC=CC1 (catechol), C(C)(=O)[O-].[In+3].C(C)(=O)[O-].C(C)(=O)[O-] (indium acetate). Solvent: C=1(C(=CC=CC1)C)C (xylene). Conditions: temperature 100 celsius. Product: C=1([O-])C([O-])=CC=CC1.[In+3].C=1([O-])C([O-])=CC=CC1.C=1([O-])C([O-])=CC=CC1.[In+3] (Indium(III) Catecholate). RXN SMILES: [C:1]1([C:3](=[CH:5][CH:6]=[CH:7][CH:8]=1)[OH:4])[OH:2].C([O-])(=O)C.[In+3:13].C([O-])(=O)C.C([O-])(=O)C>C1(C)C(C)=CC=CC=1>[C:1]1([C:3](=[CH:5][CH:6]=[CH:7][CH:8]=1)[O-:4])[O-:2].[In+3:13].[C:1]1([C:3](=[CH:5][CH:6]=[CH:7][CH:8]=1)[O-:4])[O-:2].[C:1]1([C:3](=[CH:5][CH:6]=[CH:7][CH:8]=1)[O-:4])[O-:2].[In+3:13] |f:1.2.3.4,6.7.8.9.10|. Reported procedure: A solution of catechol (3.30 g, 30 mmol) and xylene (90 ml) was dehydrated by distilling 10 mL of the solution. Thereafter, 5.84 g (20 mmol) of indium acetate was added to the solution while stirring. The mixed solution was refluxed for 1 hour, and then, while the distillation temperature was 132° C. or higher, distilled until the amount of the solution became half. After the distillation, volatile components of the residual mixed solution were vaporized under reduced pressure by a rotary evapor...